Dataset: the Open Reaction Database (ORD), a public repository of structured organic reaction records. Task: describe an organic reaction: reactants, conditions, products, and yield Yields the product Cl, N=C(N)c1cccc(F)c1. Starting materials: [Li]CCCC, CN([SiH](C)C)[Si](C)(C)C, CCOCC, CCCCCC, Cl, N#Cc1cccc(F)c1, O. Reaction SMILES: [CH2:10]([Li:11])[CH2:12][CH2:13][CH3:14].[CH3:1][SiH:2]([N:3]([CH3:5])[Si:6]([CH3:7])([CH3:8])[CH3:9])[CH3:4].[CH3:25][CH2:26][O:27][CH2:28][CH3:29].[CH3:30][CH2:31][CH2:32][CH2:33][CH2:34][CH3:35].[ClH:24].[F:15][c:16]1[cH:17][c:18]([C:19]#[N:20])[cH:21][cH:22][cH:23]1.[OH2:36]>>[ClH:24].[NH:3]=[C:19]([c:18]1[cH:17][c:16]([F:15])[cH:23][cH:22][cH:21]1)[NH2:20]. Reactants: N1=C(C=CC=C1)C=O (pyridine-2-aldehyde), C(C)OC(CC(=O)CN1C(C=2C(C1=O)=CC=CC2)=O)=O (phthalimidoacetoacetic acid ethyl ester), C(C)OC(\C=C(\C)/N)=O (β-aminocrotonic acid ethyl ester), C(C)O (ethanol). Product: C(C)OC(=O)C1=CN(C=C(C1)C(=O)OCC)C1=CC(=NC(=C1)C)CN1C(C=2C(C1=O)=CC=CC2)=O (2-Phthalimidomethyl-6-methyl-4-pyridyl-1,4-dihydropyridine-3,5-dicarboxylic acid diethyl ester). The yield is 75.0%. RXN SMILES: [N:1]1[CH:6]=[CH:5][CH:4]=[CH:3][C:2]=1[CH:7]=O.C(OC(=O)CC([CH2:16][N:17]1[C:21](=[O:22])[C:20]2=[CH:23][CH:24]=[CH:25][CH:26]=[C:19]2[C:18]1=[O:27])=O)C.[CH2:29]([O:31][C:32](=[O:37])/[CH:33]=[C:34](\[NH2:36])/C)[CH3:30].[CH2:38]([OH:40])[CH3:39]>>[CH2:38]([O:40][C:21]([C:20]1[CH2:23][C:33]([C:32]([O:31][CH2:29][CH3:30])=[O:37])=[CH:34][N:36]([C:4]2[CH:3]=[C:2]([CH3:7])[N:1]=[C:6]([CH2:16][N:17]3[C:18](=[O:27])[C:19]4=[CH:26][CH:25]=[CH:24][CH:23]=[C:20]4[C:21]3=[O:22])[CH:5]=2)[CH:19]=1)=[O:22])[CH3:39]. Reported procedure: A solution of 4.7 ccs of pyridine-2-aldehyde, 12.4 g of phthalimidoacetoacetic acid ethyl ester and 5.85 g of β-aminocrotonic acid ethyl ester in 100 ccs of ethanol is heated under reflux for 24 hours and, after cooling and filtering, crystals (beige) of melting point 156°-158° C. are obtained, yield: 75%. The reactants are ClC(=O)OCC1=CC=C(C=C1)OC (p-methoxybenzyl chloroformate), C(C1=CC=CC=C1)=NCP(OC)(OC)=O (Dimethyl N-benzylidene-aminomethylphosphonate), C1(=CC=CC=C1)[Li] (phenyllithium), solution. Run in O1CCCC1 (tetrahydrofuran), O1CCCC1 (tetrahydrofuran), benzene-ether. Product: C(C1=CC=CC=C1)=NC(C(=O)OCC1=CC=C(C=C1)OC)P(=O)(OC)OC (p-methoxybenzyl N-benzylidene-α-amino-dimethylphosphonoacetate). As a reaction SMILES: [CH:1](=[N:8][CH2:9][P:10](=[O:15])([O:13][CH3:14])[O:11][CH3:12])[C:2]1[CH:7]=[CH:6][CH:5]=[CH:4][CH:3]=1.C1([Li])C=CC=CC=1.Cl[C:24]([O:26][CH2:27][C:28]1[CH:33]=[CH:32][C:31]([O:34][CH3:35])=[CH:30][CH:29]=1)=[O:25]>O1CCCC1>[CH:1](=[N:8][CH:9]([P:10]([O:13][CH3:14])([O:11][CH3:12])=[O:15])[C:24]([O:26][CH2:27][C:28]1[CH:33]=[CH:32][C:31]([O:34][CH3:35])=[CH:30][CH:29]=1)=[O:25])[C:2]1[CH:3]=[CH:4][CH:5]=[CH:6][CH:7]=1. Procedure details: Dimethyl N-benzylidene-aminomethylphosphonate (22.72 g) is dissolved in anhydrous tetrahydrofuran (500 ml) under nitrogen. The solution is cooled to -78°, and phenyllithium (45 ml of a 2.3 M solution in benzene-ether) is added with stirring. The solution is stirred an additional 15 minutes at -78°. and then treated dropwise over 45 minutes with p-methoxybenzyl chloroformate (10.03 g) in tetrahydrofuran (100 ml). After stirring for 2 hours at -78°, the reaction mixture is allowed to warm to 0° ov...